Task: describe an organic reaction: reactants, conditions, products, and yield. Dataset: the Open Reaction Database (ORD), a public repository of structured organic reaction records Reactants: CC(Br)C#N, O=C([O-])[O-], CCC(C)=O, Oc1cccc(C=Cc2ccc3ccc(Cl)cc3n2)c1, [K+], [K+]. Product: CC(C#N)Oc1cccc(C=Cc2ccc3ccc(Cl)cc3n2)c1. RXN SMILES: [Br:21][CH:22]([C:23]#[N:24])[CH3:25].[C:26](=[O:27])([O-:28])[O-:29].[CH3:32][C:33]([CH2:34][CH3:35])=[O:36].[Cl:1][c:2]1[cH:3][cH:4][c:5]2[cH:6][cH:7][c:8]([CH:12]=[CH:13][c:14]3[cH:15][c:16]([OH:20])[cH:17][cH:18][cH:19]3)[n:9][c:10]2[cH:11]1.[K+:30].[K+:31]>>[Cl:1][c:2]1[cH:3][cH:4][c:5]2[cH:6][cH:7][c:8]([CH:12]=[CH:13][c:14]3[cH:15][c:16]([O:20][CH:22]([C:23]#[N:24])[CH3:25])[cH:17][cH:18][cH:19]3)[n:9][c:10]2[cH:11]1. The reactants are COc1ccc2c(c1)CCN(C(C)C)C2Cc1ccc(OCc2ccccc2)cc1, CC(=O)O, CCOC(C)=O, [Pd]. Yields the product COc1ccc2c(c1)CCN(C(C)C)C2Cc1ccc(O)cc1. As a reaction SMILES: [CH3:1][O:2][c:3]1[cH:4][c:5]2[c:10]([cH:11][cH:12]1)[CH:9]([CH2:13][c:14]1[cH:15][cH:16][c:17]([O:20][CH2:21][c:22]3[cH:23][cH:24][cH:25][cH:26][cH:27]3)[cH:18][cH:19]1)[N:8]([CH:28]([CH3:29])[CH3:30])[CH2:7][CH2:6]2.[CH3:31][C:32](=[O:33])[OH:34].[CH3:35][CH2:36][O:37][C:38](=[O:39])[CH3:40].[Pd:41]>>[CH3:1][O:2][c:3]1[cH:4][c:5]2[c:10]([cH:11][cH:12]1)[CH:9]([CH2:13][c:14]1[cH:15][cH:16][c:17]([OH:20])[cH:18][cH:19]1)[N:8]([CH:28]([CH3:29])[CH3:30])[CH2:7][CH2:6]2. Starting materials: N1(CCC1)S(=O)(=O)NC(C1=C(C=C(C(=C1)Cl)OCC12CC3(CC(CC(C1)C3)C2)CO)F)=O (N-(azetidin-1-ylsulfonyl)-5-chloro-2-fluoro-4-((3-(hydroxymethyl)-adamantan-1-yl)methoxy)benzamide), [C@H]12[C@H](C[C@H](CC1)C2)OC2=CC(=C(C(=O)OC(C)(C)C)C=C2Cl)F (tert-Butyl 4-((1S,2S,4R)-bicyclo[2.2.1]heptan-2-yloxy)-5-chloro-2-fluorobenzoate). Yields the product [C@H]12[C@H](C[C@H](CC1)C2)OC2=CC(=C(C(=O)OC(C)(C)C)C=C2C2CC2)F (tert-butyl 4-((1S,2S,4R)-bicyclo[2.2.1]heptan-2-yloxy)-5-cyclopropyl-2-fluorobenzoate). As a reaction SMILES: N1(S(N[C:9](=O)[C:10]2[CH:15]=C(Cl)C(OCC34CC5CC(CC(CO)(C5)C3)C4)=CC=2F)(=O)=O)CCC1.[C@@H:33]12[CH2:39][C@@H:36]([CH2:37][CH2:38]1)[CH2:35][C@@H:34]2[O:40][C:41]1[C:53](Cl)=[CH:52][C:44]([C:45]([O:47][C:48]([CH3:51])([CH3:50])[CH3:49])=[O:46])=[C:43]([F:55])[CH:42]=1>>[C@@H:33]12[CH2:39][C@@H:36]([CH2:37][CH2:38]1)[CH2:35][C@@H:34]2[O:40][C:41]1[C:53]([CH:15]2[CH2:10][CH2:9]2)=[CH:52][C:44]([C:45]([O:47][C:48]([CH3:51])([CH3:50])[CH3:49])=[O:46])=[C:43]([F:55])[CH:42]=1. Procedure details: Following the procedure as described in Example 278 step 7 and making variations as required to replace N-(azetidin-1-ylsulfonyl)-5-chloro-2-fluoro-4-((3-(hydroxymethyl)-adamantan-1-yl)methoxy)benzamide with tert-Butyl 4-((1S,2S,4R)-bicyclo[2.2.1]heptan-2-yloxy)-5-chloro-2-fluorobenzoate. Purification by silica gel column chromatography (10:1 hexanes:ethyl acetate) gave the title compound as a colorless oil (0.77 g, quant): 1H NMR (300 MHz, CDCl3) δ 7.33 (d, J=8.3 Hz, 1H), 6.45 (d, J=13.0 Hz, 1H... Starting materials: CC(C)(C)OC(=O)N1CCC(=O)CC1, [Li]CCCC, C1CCOC1, CCOC(C)=O, [Cl-], COc1cccc(F)c1, [NH4+]. Product: COc1cccc(F)c1C1(O)CCN(C(=O)OC(C)(C)C)CC1. As a reaction SMILES: [C:15]([CH3:16])([CH3:17])([CH3:18])[O:19][C:20](=[O:21])[N:22]1[CH2:23][CH2:24][C:25](=[O:28])[CH2:26][CH2:27]1.[CH2:10]([Li:11])[CH2:12][CH2:13][CH3:14].[CH2:31]1[O:32][CH2:33][CH2:34][CH2:35]1.[CH3:36][CH2:37][O:38][C:39](=[O:40])[CH3:41].[Cl-:29].[F:1][c:2]1[cH:3][c:4]([O:8][CH3:9])[cH:5][cH:6][cH:7]1.[NH4+:30]>>[F:1][c:2]1[c:3]([C:25]2([OH:28])[CH2:24][CH2:23][N:22]([C:20]([O:19][C:15]([CH3:16])([CH3:17])[CH3:18])=[O:21])[CH2:27][CH2:26]2)[c:4]([O:8][CH3:9])[cH:5][cH:6][cH:7]1. As a reaction SMILES: [C:59]([O:60][CH:61]([CH3:62])[CH3:63])(=[O:64])[CH3:65].[CH2:25]([CH2:26][CH2:38][CH3:39])[C:27]([Sn:28])=[C:29]([CH2:30][CH2:31][CH2:32][CH3:33])[CH2:34][CH2:35][CH2:36][CH3:37].[I:6][c:7]1[cH:8][n:9][cH:10][n:11]1[CH:12]1[C:13]([CH3:23])([CH3:24])[O:14][C:15](=[O:22])[c:16]2[cH:17][cH:18][cH:19][cH:20][c:21]21.[O:1]=[CH:2][N:3]([CH3:4])[CH3:5].[c:40]1([P:41]([c:42]2[cH:43][cH:44][cH:45][cH:46][cH:47]2)[c:48]2[cH:49][cH:50][cH:51][cH:52][cH:53]2)[cH:54][cH:55][cH:56][cH:57][cH:58]1>>[c:7]1([CH:25]=[CH2:26])[cH:8][n:9][cH:10][n:11]1[CH:12]1[C:13]([CH3:23])([CH3:24])[O:14][C:15](=[O:22])[c:16]2[cH:17][cH:18][cH:19][cH:20][c:21]21. Yields the product C=Cc1cncn1C1c2ccccc2C(=O)OC1(C)C. Reactants: CC(=O)OC(C)C, CCCCC([Sn])=C(CCCC)CCCC, CC1(C)OC(=O)c2ccccc2C1n1cncc1I, CN(C)C=O, c1ccc(P(c2ccccc2)c2ccccc2)cc1. Starting materials: CC(C)(C)NS(=O)(=O)CCc1ccc([N+](=O)[O-])cc1, CCO. The product is CC(C)(C)NS(=O)(=O)CCc1ccc(N)cc1. As a reaction SMILES: [C:1]([CH3:2])([CH3:3])([CH3:4])[NH:5][S:6](=[O:7])(=[O:8])[CH2:9][CH2:10][c:11]1[cH:12][cH:13][c:14]([N+:17]([O-:18])=[O:19])[cH:15][cH:16]1.[CH3:20][CH2:21][OH:22]>>[C:1]([CH3:2])([CH3:3])([CH3:4])[NH:5][S:6](=[O:7])(=[O:8])[CH2:9][CH2:10][c:11]1[cH:12][cH:13][c:14]([NH2:17])[cH:15][cH:16]1.